This data is from the Open Reaction Database (ORD), a public repository of structured organic reaction records. The task is: describe an organic reaction: reactants, conditions, products, and yield Isolated yield 101.1%. Run in C(C)O (ethyl alcohol). RXN SMILES: [BH4-].[Na+].C([O:5][C:6]([C:8]1[N:9]=[C:10]([CH:13]2[CH2:16][CH2:15][CH2:14]2)[S:11][CH:12]=1)=O)C>C(O)C>[CH:13]1([C:10]2[S:11][CH:12]=[C:8]([CH2:6][OH:5])[N:9]=2)[CH2:14][CH2:15][CH2:16]1 |f:0.1|. Reaction conditions: time 30 hour. Yields the product C1(CCC1)C=1SC=C(N1)CO (2-cyclobutyl-4-thiazole methanol). Starting materials: [BH4-].[Na+] (Sodium borohydride), ice, C(C)OC(=O)C=1N=C(SC1)C1CCC1 (2-cyclobutyl-4-thiazolecarboxylic acid ethyl ester). Procedure: Sodium borohydride (2.3 g) was added in portions over a 10 min period to an ice cold solution of 6.3 g of 2-cyclobutyl-4-thiazolecarboxylic acid ethyl ester in 100 ml of ethyl alcohol. The ice bath was removed and the reaction mixture stirred at room temperature for 30 hr during which an additional 0.46 g of sodium borohydride was added. The reaction mixture was then diluted with 200 ml of ice water and extracted with ethyl ether. The combined extracts were washed with water, dried (MgSO4) and c... The reactants are COC(=O)C1=CC=C(C=O)C=C1 (p-methoxycarbonylbenzaldehyde), [BH4-].[Na+] (sodium borohydride). Run in CO (methanol). Run at time 8 hour. Yields the product COC(=O)C1=CC=C(CO)C=C1 (p-Methoxycarbonylbenzyl Alcohol). Yield: 93.9%. As a reaction SMILES: [CH3:1][O:2][C:3]([C:5]1[CH:12]=[CH:11][C:8]([CH:9]=[O:10])=[CH:7][CH:6]=1)=[O:4].[BH4-].[Na+]>CO>[CH3:1][O:2][C:3]([C:5]1[CH:12]=[CH:11][C:8]([CH2:9][OH:10])=[CH:7][CH:6]=1)=[O:4] |f:1.2|. Reported procedure: A stirred solution of p-methoxycarbonylbenzaldehyde (Description 35, 0.82 g, 5.0 mmol) in methanol (10 ml) at 0° under argon was treated with sodium borohydride (50 mg, 1.25 mmol), added in portions over 5 minutes. After stirring overnight the reaction mixture was partitioned between ethyl acetate and water. The organic layer was washed with water and dried (MgSO4). Removal of the solvent gave the desired product as a colourless solid (0.78 g, 94%). δH (CDCl3) 1.83 (1H, t, J 5.9 Hz), 3.93 (3H, s... Reactants: COCC#Cc1nc(N2CCOCC2)cc(C)c1C(=O)OC, CO. Yields the product COCCCc1nc(N2CCOCC2)cc(C)c1C(=O)OC. As a reaction SMILES: [CH3:1][O:2][C:3](=[O:4])[c:5]1[c:6]([C:18]#[C:19][CH2:20][O:21][CH3:22])[n:7][c:8]([N:12]2[CH2:13][CH2:14][O:15][CH2:16][CH2:17]2)[cH:9][c:10]1[CH3:11].[CH3:23][OH:24]>>[CH3:1][O:2][C:3](=[O:4])[c:5]1[c:6]([CH2:18][CH2:19][CH2:20][O:21][CH3:22])[n:7][c:8]([N:12]2[CH2:13][CH2:14][O:15][CH2:16][CH2:17]2)[cH:9][c:10]1[CH3:11]. The reactants are COC(=O)C=1C(=C2C=C(C(N(C2=CN1)CC1=CC=CC=C1)=O)C1=CC=C(C=C1)OC(F)(F)F)O (1-benzyl-5-hydroxy-2-oxo-3-(4-trifluoromethoxy-phenyl)-1,2-dihydro-[1,7]naphthyridine-6-carboxylic acid methyl ester), NCCC(=O)O (β-alanine), C[O-].[Na+] (NaOMe). Yields the product C(C1=CC=CC=C1)N1C(=C(C2=CC(C(NC2=C1)=O)C1=CC=C(C=C1)OC(F)(F)F)O)C(=O)NCCC(=O)O (3-{[7-Benzyl-5-hydroxy-2-oxo-3-(4-trifluoromethoxy-phenyl)-1,2-dihydro-[1,7]naphthyridine-6-carbonyl]-amino}-propionic acid). Isolated yield 103.0%. Reaction SMILES: CO[C:3]([C:5]1[C:6]([OH:34])=[C:7]2[C:12](=[CH:13][N:14]=1)[N:11](CC1C=CC=CC=1)[C:10](=[O:22])[C:9]([C:23]1[CH:28]=[CH:27][C:26]([O:29][C:30]([F:33])([F:32])[F:31])=[CH:25][CH:24]=1)=[CH:8]2)=[O:4].[NH2:35][CH2:36][CH2:37][C:38]([OH:40])=[O:39].C[O-].[Na+]>>[CH2:9]([N:14]1[CH:13]=[C:12]2[C:7](=[CH:8][CH:9]([C:23]3[CH:24]=[CH:25][C:26]([O:29][C:30]([F:32])([F:33])[F:31])=[CH:27][CH:28]=3)[C:10](=[O:22])[NH:11]2)[C:6]([OH:34])=[C:5]1[C:3]([NH:35][CH2:36][CH2:37][C:38]([OH:40])=[O:39])=[O:4])[C:23]1[CH:28]=[CH:27][CH:26]=[CH:25][CH:24]=1 |f:2.3|. Procedure details: A mixture of 1-benzyl-5-hydroxy-2-oxo-3-(4-trifluoromethoxy-phenyl)-1,2-dihydro-[1,7]naphthyridine-6-carboxylic acid methyl ester (36 mg, 0.077 mmol), β-alanine (682 mg, 7.7 mmol) and NaOMe solution (12 mL, 6.1 mmol, 0.5 M in MeOH) was refluxed for 16 h. After cooling to r.t., the solvent was evaporated in vacuo. The residue was partitioned between EtOAc and water. 1 M HCl was added with vigorous stilling until pH was about 2. The organic layer was washed with brine, dried over MgSO4 and concent... Starting materials: N1=CC=CC=C1 (pyridine), 1L, COC=1C=C(C=CC1)C1(CCCCC1)O (1-(m-methoxyphenyl)cyclohexanol), Cl (HCl), O=S(Cl)Cl (SOCl2). The solvent is C1CCOC1 (THF). Conditions: temperature 0 celsius, time 10 minute. Product: C1(=CCCCC1)C1=CC(=CC=C1)OC (1-Cyclohex-1-enyl-3-methoxy-benzene). As a reaction SMILES: [CH3:1][O:2][C:3]1[CH:4]=[C:5]([C:9]2(O)[CH2:14][CH2:13][CH2:12][CH2:11][CH2:10]2)[CH:6]=[CH:7][CH:8]=1.O=S(Cl)Cl.N1C=CC=CC=1.Cl>C1COCC1>[C:9]1([C:5]2[CH:6]=[CH:7][CH:8]=[C:3]([O:2][CH3:1])[CH:4]=2)[CH2:14][CH2:13][CH2:12][CH2:11][CH:10]=1. Procedure details: A 1L 3-neck RBF under argon was charged with crude 1-(m-methoxyphenyl)cyclohexanol (59.2 g, 287 mmol). To the flask was added 592 mL of dry THF. The reaction was cooled to 0° C., and to it was slowly added SOCl2 (58.6 mL, 803.6 mmol). After stirring for 10 minutes, pyridine (104 mL, 1.29 mol) was added slowly. The reaction mixture stirred slowly at 22° C. for 2 hours, and then it was cooled back to 0° C. 1N HCl (500 mL) was slowly added to the reaction. The layers were separated. The THF layer w... Reactants: O=C1N([C@H]2CC[C@@H](N1C2)C(=O)NNC(=O)C2CN(C2)C(=O)OC(C)(C)C)OS(=O)(=O)O (tert-butyl 3-[(2-{[(2R,5S)-7-oxo-6-(sulfooxy)-1,6-diazabicyclo[3.2.1]oct-2-yl]carbonyl}hydrazinyl)carbonyl]azetidine-1-carboxylate), FC(C(=O)O)(F)F (trifluoroacetic acid). Run in C(Cl)Cl (DCM). Conditions: time 1 hour. The product is N1CC(C1)C(=O)NNC(=O)[C@@H]1N2C(N([C@@H](CC1)C2)OS(=O)(=O)O)=O ((2R,5S)—N′-(azetidin-3-ylcarbonyl)-7-oxo-6-(sulfooxy)-1,6-diazabicyclo[3.2.1]octane-2-carbohydrazide). Reaction SMILES: [O:1]=[C:2]1[N:8]2[CH2:9][C@H:4]([CH2:5][CH2:6][C@@H:7]2[C:10]([NH:12][NH:13][C:14]([CH:16]2[CH2:19][N:18](C(OC(C)(C)C)=O)[CH2:17]2)=[O:15])=[O:11])[N:3]1[O:27][S:28]([OH:31])(=[O:30])=[O:29].FC(F)(F)C(O)=O>C(Cl)Cl>[NH:18]1[CH2:17][CH:16]([C:14]([NH:13][NH:12][C:10]([C@H:7]2[CH2:6][CH2:5][C@H:4]3[CH2:9][N:8]2[C:2](=[O:1])[N:3]3[O:27][S:28]([OH:31])(=[O:30])=[O:29])=[O:11])=[O:15])[CH2:19]1. Reported procedure: To a solution tert-butyl 3-[(2-{[(2R,5S)-7-oxo-6-(sulfooxy)-1,6-diazabicyclo[3.2.1]oct-2-yl]carbonyl}hydrazinyl)carbonyl]azetidine-1-carboxylate 262 (0.18 g, 0.39 mmol) in DCM (18 mL) was added trifluoroacetic acid (1.45 mL, 18.79 mmol) dropwise at 0° C. The reaction mixture was stirred for 1 h then evaporated. Ether was added to the residue and the resulting white precipitate was collected by centrifugation. The solid was triturated with a mixture of MeOH:ether (1:5, 6×) and the white solid was...